This data is from the Open Reaction Database (ORD), a public repository of structured organic reaction records. The task is: describe an organic reaction: reactants, conditions, products, and yield Starting materials: C1CCOC1, COC(=O)c1ccc(OCCCON=Cc2ccc(C(C)(C)C)cc2)cc1NC(=O)C=Cc1ccc(-c2ccccc2)cc1, CO, [K+], [OH-]. Product: CC(C)(C)c1ccc(C=NOCCCOc2ccc(C(=O)O)c(NC(=O)C=Cc3ccc(-c4ccccc4)cc3)c2)cc1. Reaction SMILES: [CH2:47]1[O:48][CH2:49][CH2:50][CH2:51]1.[CH3:1][O:2][C:3]([c:4]1[c:5]([NH:27][C:28]([CH:29]=[CH:30][c:31]2[cH:32][cH:33][c:34](-[c:37]3[cH:38][cH:39][cH:40][cH:41][cH:42]3)[cH:35][cH:36]2)=[O:43])[cH:6][c:7]([O:10][CH2:11][CH2:12][CH2:13][O:14][N:15]=[CH:16][c:17]2[cH:18][cH:19][c:20]([C:23]([CH3:24])([CH3:25])[CH3:26])[cH:21][cH:22]2)[cH:8][cH:9]1)=[O:44].[CH3:52][OH:53].[K+:46].[OH-:45]>>[O:2]=[C:3]([c:4]1[c:5]([NH:27][C:28]([CH:29]=[CH:30][c:31]2[cH:32][cH:33][c:34](-[c:37]3[cH:38][cH:39][cH:40][cH:41][cH:42]3)[cH:35][cH:36]2)=[O:43])[cH:6][c:7]([O:10][CH2:11][CH2:12][CH2:13][O:14][N:15]=[CH:16][c:17]2[cH:18][cH:19][c:20]([C:23]([CH3:24])([CH3:25])[CH3:26])[cH:21][cH:22]2)[cH:8][cH:9]1)[OH:44]. Starting materials: C=C1CC(=O)O1 (diketene), NC12CC3CC(CC(C1)C3)C2 (1-amino-adamantane), C (charcoal). Run in C1=CC=CC=C1 (benzene). Reaction conditions: time 10 minute. Product: C12(CC3CC(CC(C1)C3)C2)NC(CC(C)=O)=O (N-(1-adamantyl)-acetylacetamide). As a reaction SMILES: [NH2:1][C:2]12[CH2:11][CH:6]3[CH2:7][CH:8]([CH2:10][CH:4]([CH2:5]3)[CH2:3]1)[CH2:9]2.[CH2:12]=[C:13]1[O:17][C:15](=[O:16])[CH2:14]1.C>C1C=CC=CC=1>[C:2]12([NH:1][C:15](=[O:16])[CH2:14][C:13](=[O:17])[CH3:12])[CH2:3][CH:4]3[CH2:10][CH:8]([CH2:7][CH:6]([CH2:5]3)[CH2:11]1)[CH2:9]2. Reported procedure: 19 g of 1-amino-adamantane were added to 200 ml of benzene and then 9.5 ml of diketene were added thereto over 10 minutes. The mixture was stirred for 21/2 hours at room temperature and after the addition of activated charcoal, the mixture was stirred and filtered. The filtrate was distilled to dryness under reduced pressure and the residue was added to isopropyl ether. The mixture was vacuum filtered to obtain 23.6 g of N-(1-adamantyl)-acetylacetamide melting at 80° C. 23.5 g of the said produc... Reactants: ClC1(CCC(CC1)(C)Cl)C (1,4-dichloro-1,4-dimethylcyclohexane), [Cl-].[Al+3].[Cl-].[Cl-] (aluminum chloride), ClC1(CCC(CC1)(C)Cl)C (1,4-dichloro-1,4-dimethylcyclohexane), C1(=CC=CC=C1)O (phenol). Conditions: temperature 120 celsius. Yields the product CC12C=3C=C(C=CC3C(CC1)(CC2)C)O (1,8-Dimethyltricyclo[6.2.2.02,7]dodeca-2(7),3,5-trien-4-ol). Reaction SMILES: Cl[C:2]1([CH3:10])[CH2:7][CH2:6][C:5](Cl)([CH3:8])[CH2:4][CH2:3]1.[C:11]1([OH:17])[CH:16]=[CH:15][CH:14]=[CH:13][CH:12]=1.[Cl-].[Al+3].[Cl-].[Cl-]>>[CH3:10][C:2]12[CH2:7][CH2:6][C:5]([CH3:8])([CH2:4][CH2:3]1)[C:14]1[CH:15]=[CH:16][C:11]([OH:17])=[CH:12][C:13]2=1 |f:2.3.4.5|. Reported procedure: To a solution of 1,4-dichloro-1,4-dimethylcyclohexane (Compound 1, 3 g, 16.5 mmol) and phenol (1.55 g, 16.5 mmol) under argon at 25° C. was slowly added aluminum chloride (0.22g, 0.165 mmol). The resulting mixture was heated to 120° C. for 12 hours, and then it was quenched with ice. The products were extracted with CH2Cl2, the layers separated, and the organic layer was washed with water and brine. The organic layer was dried over Na2SO4, and filtered, and concentrated under reduced pressure. T... Reactants: ClCCCl, COc1ccccc1NC(=O)CC(=O)O, CCOC(C)=O, CC(C)(C)[Si](C)(C)OC1CN(C(=O)c2cc3nccc(Oc4ccc(N)cc4F)c3s2)C1, CN(C)C=O. Yields the product COc1ccccc1NC(=O)CC(=O)Nc1ccc(Oc2ccnc3cc(C(=O)N4CC(O[Si](C)(C)C(C)(C)C)C4)sc23)c(F)c1. As a reaction SMILES: [CH2:48]([Cl:49])[CH2:50][Cl:51].[CH3:33][O:34][c:35]1[c:36]([NH:41][C:42]([CH2:43][C:44](=[O:45])[OH:46])=[O:47])[cH:37][cH:38][cH:39][cH:40]1.[CH3:57][CH2:58][O:59][C:60]([CH3:61])=[O:62].[NH2:1][c:2]1[cH:3][c:4]([F:32])[c:5]([O:6][c:7]2[c:8]3[c:9]([n:10][cH:11][cH:12]2)[cH:13][c:14]([C:16](=[O:17])[N:18]2[CH2:19][CH:20]([O:22][Si:23]([CH3:24])([CH3:25])[C:26]([CH3:27])([CH3:28])[CH3:29])[CH2:21]2)[s:15]3)[cH:30][cH:31]1.[O:52]=[CH:53][N:54]([CH3:55])[CH3:56]>>[NH:1]([c:2]1[cH:3][c:4]([F:32])[c:5]([O:6][c:7]2[c:8]3[c:9]([n:10][cH:11][cH:12]2)[cH:13][c:14]([C:16](=[O:17])[N:18]2[CH2:19][CH:20]([O:22][Si:23]([CH3:24])([CH3:25])[C:26]([CH3:27])([CH3:28])[CH3:29])[CH2:21]2)[s:15]3)[cH:30][cH:31]1)[C:44]([CH2:43][C:42]([NH:41][c:36]1[c:35]([O:34][CH3:33])[cH:40][cH:39][cH:38][cH:37]1)=[O:47])=[O:45]. Starting materials: [OH-].[Na+] (sodium hydroxide), CN1C2CNCCC1CC2 (9-methyl-3,9-diazabicyclo-[4.2.1]-nonane), ClC=1C=NC=C(C1)OCC (3-chloro-5-ethoxypyridine), CC(C)([O-])C.[K+] (potassium tert-butoxide), COCCOC (1,2-dimethoxyethane). Run at time 8 hour. Product: N (ammonia), C(\C=C\C(=O)O)(=O)O.C(\C=C\C(=O)O)(=O)O.C(C)OC=1C=C(C=NC1)N1CC2CCC(CC1)N2C (3-[5-Ethoxy-(3-pyridyl)]-9-methyl-3,9-diazabicyclo-[4.2.1]-nonane bis-fumaric Acid Salt). RXN SMILES: [CH3:1][N:2]1[CH:8]2[CH2:9][CH2:10][CH:3]1[CH2:4][NH:5][CH2:6][CH2:7]2.Cl[C:12]1[CH:13]=[N:14][CH:15]=[C:16]([O:18][CH2:19][CH3:20])[CH:17]=1.C[C:22]([CH3:25])([O-:24])C.[K+].[OH-:27].[Na+].C[O:30][CH2:31][CH2:32][O:33]C>>[NH3:2].[C:22]([OH:24])(=[O:30])/[CH:25]=[CH:15]/[C:16]([OH:18])=[O:27].[C:19]([OH:24])(=[O:18])/[CH:20]=[CH:31]/[C:32]([OH:33])=[O:27].[CH2:19]([O:18][C:16]1[CH:17]=[C:12]([N:5]2[CH2:6][CH2:7][CH:8]3[N:2]([CH3:1])[CH:3]([CH2:10][CH2:9]3)[CH2:4]2)[CH:13]=[N:14][CH:15]=1)[CH3:20] |f:2.3,4.5,8.9.10|. Reported procedure: A mixture of 9-methyl-3,9-diazabicyclo-[4.2.1]-nonane (1.50 g, 10.7 mmol), 3-chloro-5-ethoxypyridine (3.38 g, 21.4 mmol), potassium tert-butoxide (2.4 g, 21.4 mmol) and 1,2-dimethoxyethane (20 ml) was stirred at room temperature overnight. Aqueous sodium hydroxide (30 ml, 1 M) was added and the mixture was extracted two times with ethyl acetate (20 ml). Chromatography on silica gel with dichloromethane, methanol and conc. ammonia (89:10:1) gave the title compound. The corresponding salt was obta... Run in C1CCOC1 (THF), C1CCOC1 (THF), C1CCOC1 (THF). The reactants are C1(=CC=CC=C1)S(=O)(=O)C1N(O1)C1=CC=CC=C1 ((benzenesulfonyl)phenyloxaziridine), C1(CCCC1)CC(=O)OCC1=CC=C(C=C1)OC (cyclopentylacetic acid, 4-(methoxy)benzyl ester), C[Si](C)(C)[N-][Si](C)(C)C.[Na+] (sodium bis(trimethylsilyl)amide). Reported procedure: A solution of 450 mg (1.81 mmol) of cyclopentylacetic acid, 4-(methoxy)benzyl ester (from EXAMPLE 15, Step A) in 6 mL of THF was added to 2.15 mL of 1.0 M sodium bis(trimethylsilyl)amide solution in THF at −78° C. and the resulting mixture was stirred cold for 15 min. A solution of 700 mg (2.67 mmol) of (benzenesulfonyl)phenyloxaziridine in 3 mL of THF was the added and the resulting mixture was stirred at −78° C. for 1 h. The reaction was quenched with sat'd NH4Cl and warmed to rt. The mixture ... Isolated yield 48.7%. Reaction SMILES: [CH:1]1([CH2:6][C:7]([O:9][CH2:10][C:11]2[CH:16]=[CH:15][C:14]([O:17][CH3:18])=[CH:13][CH:12]=2)=[O:8])[CH2:5][CH2:4][CH2:3][CH2:2]1.C[Si]([N-][Si](C)(C)C)(C)C.[Na+].C1(S(C2ON2C2C=CC=CC=2)(=O)=[O:36])C=CC=CC=1>C1COCC1>[OH:36][CH:5]1[CH2:4][CH2:3][CH2:2][CH:1]1[CH2:6][C:7]([O:9][CH2:10][C:11]1[CH:16]=[CH:15][C:14]([O:17][CH3:18])=[CH:13][CH:12]=1)=[O:8] |f:1.2|. Conditions: time 15 minute. Yields the product hexanes EtOAc, OC1C(CCC1)CC(=O)OCC1=CC=C(C=C1)OC ((R/S)-2-Hydroxy-cyclopentylacetic acid, 4-(methoxy)benzyl ester). Reactants: Cl.Cl.ClC=1C=C(CN2CCNCC2)C=CC1 (N-(3-chlorobenzyl)piperazine dihydrochloride), BrC(C(=O)C1=CC2=CC=C(C(=C2C=C1)Cl)OC)C (2-bromo-1-(5-chloro-6-methoxynaphthalen-2-yl)propan-1-one), C(=O)([O-])[O-].[K+].[K+] (K2CO3). Solvent: CN(C)C=O (DMF). Product: Cl.Cl.ClC=1C=C(CN2CCN(CC2)C(C)C(=O)C2=CC3=CC=C(C(=C3C=C2)Cl)OC)C=CC1 (N1-(3-chlorobenzyl)-N4-[1-(5-chloro-6-methoxy-2-naphthoyl)ethyl]piperazine dihydrochloride). The yield is 124.5%. As a reaction SMILES: Cl.Cl.[Cl:3][C:4]1[CH:5]=[C:6]([CH:14]=[CH:15][CH:16]=1)[CH2:7][N:8]1[CH2:13][CH2:12][NH:11][CH2:10][CH2:9]1.Br[CH:18]([CH3:34])[C:19]([C:21]1[CH:30]=[CH:29][C:28]2[C:23](=[CH:24][CH:25]=[C:26]([O:32][CH3:33])[C:27]=2[Cl:31])[CH:22]=1)=[O:20].C([O-])([O-])=O.[K+].[K+]>CN(C=O)C>[ClH:3].[ClH:31].[Cl:3][C:4]1[CH:5]=[C:6]([CH:14]=[CH:15][CH:16]=1)[CH2:7][N:8]1[CH2:9][CH2:10][N:11]([CH:18]([C:19]([C:21]2[CH:30]=[CH:29][C:28]3[C:23](=[CH:24][CH:25]=[C:26]([O:32][CH3:33])[C:27]=3[Cl:31])[CH:22]=2)=[O:20])[CH3:34])[CH2:12][CH2:13]1 |f:0.1.2,4.5.6,8.9.10|. Reported procedure: A mixture of N-(3-chlorobenzyl)piperazine dihydrochloride (1.35 g, 5 mmol), 2-bromo-1-(5-chloro-6-methoxynaphthalen-2-yl)propan-1-one (1.96 g, 6 mmol) and K2CO3 (2.42 g, 17.5 mmol) in 40 ml of DMF was treated according to general preparation 2 to give 1.65 g of compound (IV-36), yield 64%. M+ 444. Starting materials: CC(NC(=O)OC(C)(C)C)C(=O)NC(C)C(=O)N1CCCC1C(=O)O, CC(C)COC(=O)Cl, CN1CCOCC1, CC#N, CN(C)C=O, Cl, CC(C)C(N)C(O)C(F)(F)F. Product: CC(NC(=O)OC(C)(C)C)C(=O)NC(C)C(=O)N1CCCC1C(=O)NC(C(C)C)C(O)C(F)(F)F. As a reaction SMILES: [C:1](=[O:2])([O:3][C:4]([CH3:5])([CH3:6])[CH3:7])[NH:8][CH:9]([CH3:10])[C:11](=[O:12])[NH:13][CH:14]([CH3:15])[C:16](=[O:17])[N:18]1[CH:19]([C:20](=[O:21])[OH:22])[CH2:23][CH2:24][CH2:25]1.[CH2:33]([O:34][C:35]([Cl:36])=[O:37])[CH:38]([CH3:39])[CH3:40].[CH3:26][N:27]1[CH2:28][CH2:29][O:30][CH2:31][CH2:32]1.[CH3:53][C:54]#[N:55].[CH3:56][N:57]([CH3:58])[CH:59]=[O:60].[ClH:41].[NH2:42][CH:43]([CH:44]([C:45]([F:46])([F:47])[F:48])[OH:49])[CH:50]([CH3:51])[CH3:52]>>[C:1](=[O:2])([O:3][C:4]([CH3:5])([CH3:6])[CH3:7])[NH:8][CH:9]([CH3:10])[C:11](=[O:12])[NH:13][CH:14]([CH3:15])[C:16](=[O:17])[N:18]1[CH:19]([C:20](=[O:22])[NH:42][CH:43]([CH:44]([C:45]([F:46])([F:47])[F:48])[OH:49])[CH:50]([CH3:51])[CH3:52])[CH2:23][CH2:24][CH2:25]1. Starting materials: [N+](=O)([O-])C1=CC=C(C(=O)Cl)C=C1 (4-nitrobenzoyl chloride), C(C)(C)[N-]C(C)C.[Li+] (Lithium diisopropylamide), solution, C(C)(=O)OC(C)(CCCC(C=C)C)C (2,6-Dimethyl-7-octen-2-yl acetate). Reaction conditions: temperature -20 celsius, time 15 minute. Reported procedure: Lithium diisopropylamide (121.0 mL of a 2.0 M solution, 0.243 mol) is placed into a 500 mL three-necked round-bottomed flask fitted with a magnetic stirrer, internal thermometer, argon inlet, and addition funnel. The flask is placed in a dry ice-acetone bath. 2,6-Dimethyl-7-octen-2-yl acetate (22.66 g, 0.114 mol) is dissolved in THF (5 mL) and the resulting solution added to the flask over 45 min. Once addition is complete, the mixture is stirred for an additional 15 min. before being treated wi... Reaction SMILES: C([N-]C(C)C)(C)C.[Li+].[C:9]([O:12][C:13]([CH3:22])([CH2:15][CH2:16][CH2:17][CH:18]([CH3:21])[CH:19]=[CH2:20])[CH3:14])(=[O:11])[CH3:10].[N+:23]([C:26]1[CH:34]=[CH:33][C:29]([C:30](Cl)=[O:31])=[CH:28][CH:27]=1)([O-:25])=[O:24]>C1COCC1>[N+:23]([C:26]1[CH:27]=[CH:28][C:29]([C:30](=[O:31])[CH2:10][C:9]([O:12][C:13]([CH3:22])([CH2:15][CH2:16][CH2:17][CH:18]([CH3:21])[CH:19]=[CH2:20])[CH3:14])=[O:11])=[CH:33][CH:34]=1)([O-:25])=[O:24] |f:0.1|. Solvent: C1CCOC1 (THF), C1CCOC1 (THF). The product is [N+](=O)([O-])C1=CC=C(C=C1)C(CC(=O)OC(C)(CCCC(C=C)C)C)=O (2,6-dimethyl-7-octen-2-yl 3-(4-nitrophenyl)-3-oxo-propionate).